This data is from the Open Reaction Database (ORD), a public repository of structured organic reaction records. The task is: describe an organic reaction: reactants, conditions, products, and yield The reactants are CSC1=NC=C(C(=N1)C1=C(C=CC=C1)C)C(=O)O (2-methylsulfanyl-4-o-tolyl-pyrimidine-5-carboxylic acid), ON1N=NC2=C1C=CC=C2 (1-hydroxybenzotriazole), Cl.CN(CCCN=C=NCC)C (N-(3-dimethylaminopropyl)-N′-ethylcarbodiimide hydrochloride), C(Cl)Cl (CH2Cl2), C(Cl)Cl (CH2Cl2). Run at time 16 hour. Yields the product CC=1C=C(CN(C(=O)C=2C(=NC(=NC2)SC)C2=C(C=CC=C2)C)C)C=C(C1)C (2-methylsulfanyl-4-o-tolyl-pyrimidine-5-carboxylic acid (3,5-dimethyl-benzyl)-methyl-amide). The yield is 82.0%. RXN SMILES: [CH3:1][S:2][C:3]1[N:8]=[C:7]([C:9]2[CH:14]=[CH:13][CH:12]=[CH:11][C:10]=2[CH3:15])[C:6]([C:16]([OH:18])=O)=[CH:5][N:4]=1.ON1C2[CH:25]=[CH:26][CH:27]=[CH:28][C:23]=2N=N1.Cl.CN(C)[CH2:32][CH2:33][CH2:34][N:35]=[C:36]=NCC.[CH2:41](Cl)Cl>>[CH3:41][C:28]1[CH:23]=[C:33]([CH:32]=[C:26]([CH3:25])[CH:27]=1)[CH2:34][N:35]([CH3:36])[C:16]([C:6]1[C:7]([C:9]2[CH:14]=[CH:13][CH:12]=[CH:11][C:10]=2[CH3:15])=[N:8][C:3]([S:2][CH3:1])=[N:4][CH:5]=1)=[O:18] |f:2.3|. Procedure: To a solution of 2.60 g (9.99 mmol) 2-methylsulfanyl-4-o-tolyl-pyrimidine-5-carboxylic acid in 70 ml CH2Cl2 2.78 ml (19.98 mmol) triethylamine, 1.34 g (9.99 mmol) 1-hydroxybenzotriazole and 1.91 g (9.99 mmol) N-(3-dimethylaminopropyl)-N′-ethylcarbodiimide hydrochloride 1.78 g (11.99 mmol) (3,5-dimethoxy-benzyl)-methyl-amine were added. The reaction mixture was stirred for 16 hrs. The reaction mixture was diluted with 100 ml CH2Cl2, washed with 100 ml 0.5N HCl and 100 ml H2O. The aqueous layers w...